From a dataset of the Open Reaction Database (ORD), a public repository of structured organic reaction records. describe an organic reaction: reactants, conditions, products, and yield Starting materials: Cl, O=C(Cl)c1cc(C(F)(F)F)ccc1C(F)(F)F, O=C(Cc1ccsc1)N1CCC(c2nc(CCc3ccccc3)cs2)CC1, c1ccc(CCc2csc(C3CCNCC3)n2)cc1. Product: O=C(c1cc(C(F)(F)F)ccc1C(F)(F)F)N1CCC(c2nc(CCc3ccccc3)cs2)CC1. As a reaction SMILES: [ClH:1].[F:48][C:49]([c:50]1[c:51]([C:60](=[O:61])[Cl:62])[cH:52][c:53]([C:56]([F:57])([F:58])[F:59])[cH:54][cH:55]1)([F:63])[F:64].[c:21]1([CH2:22][CH2:23][c:24]2[n:25][c:26]([CH:27]3[CH2:28][CH2:29][N:30]([C:31](=[O:32])[CH2:33][c:34]4[cH:35][cH:36][s:37][cH:38]4)[CH2:39][CH2:40]3)[s:41][cH:42]2)[cH:43][cH:44][cH:45][cH:46][cH:47]1.[c:2]1([CH2:8][CH2:9][c:10]2[n:11][c:12]([CH:15]3[CH2:16][CH2:17][NH:18][CH2:19][CH2:20]3)[s:13][cH:14]2)[cH:3][cH:4][cH:5][cH:6][cH:7]1>>[c:2]1([CH2:8][CH2:9][c:10]2[n:11][c:12]([CH:15]3[CH2:16][CH2:17][N:18]([C:60]([c:51]4[c:50]([C:49]([F:48])([F:63])[F:64])[cH:55][cH:54][c:53]([C:56]([F:57])([F:58])[F:59])[cH:52]4)=[O:61])[CH2:19][CH2:20]3)[s:13][cH:14]2)[cH:3][cH:4][cH:5][cH:6][cH:7]1. Starting materials: O=C1C(CCC1)=CC1=CC=C(C=C1)C(C(=O)O)C (2-[4-(2-oxocyclopentylidenemethyl)phenyl]propionic acid), C(#N)[BH3-].[Na+] (sodium cyanoborohydride), Cl (hydrochloric acid). The solvent is ice water, CO (methanol). The product is OC1C(CCC1)=CC1=CC=C(C=C1)C(C(=O)O)C (2-[4-(2-Hydroxycyclopentylidenemethyl)phenyl]propionic acid). The yield is 64.5%. RXN SMILES: [O:1]=[C:2]1[CH2:6][CH2:5][CH2:4][C:3]1=[CH:7][C:8]1[CH:13]=[CH:12][C:11]([CH:14]([CH3:18])[C:15]([OH:17])=[O:16])=[CH:10][CH:9]=1.C([BH3-])#N.[Na+].Cl>CO>[OH:1][CH:2]1[CH2:6][CH2:5][CH2:4][C:3]1=[CH:7][C:8]1[CH:9]=[CH:10][C:11]([CH:14]([CH3:18])[C:15]([OH:17])=[O:16])=[CH:12][CH:13]=1 |f:1.2|. Procedure details: 123 mg of 2-[4-(2-oxocyclopentylidenemethyl)phenyl]propionic acid (which can be prepared as described in United Kingdom Patent Specification No. 2,002,762) and 75 mg of sodium cyanoborohydride were dissolved in 5 ml of methanol. The pH of the solution was adjusted to a value of 3 by the addition of 6N hydrochloric acid, whilst ice-cooling. The mixture was stirred under reflux for 40 minutes, after which it was diluted with ice-water and then extracted with diethyl ether. The extract was washed w...